Dataset: the Open Reaction Database (ORD), a public repository of structured organic reaction records. Task: describe an organic reaction: reactants, conditions, products, and yield Reactants: CN1CC2N(Cc3ccccc3)CCC2(F)C1, CCO. Yields the product CN1CC2NCCC2(F)C1. As a reaction SMILES: [CH2:1]([c:2]1[cH:3][cH:4][cH:5][cH:6][cH:7]1)[N:8]1[CH:9]2[CH2:10][N:11]([CH3:17])[CH2:12][C:13]2([F:16])[CH2:14][CH2:15]1.[CH3:18][CH2:19][OH:20]>>[NH:8]1[CH:9]2[CH2:10][N:11]([CH3:17])[CH2:12][C:13]2([F:16])[CH2:14][CH2:15]1.